Dataset: the Open Reaction Database (ORD), a public repository of structured organic reaction records. Task: describe an organic reaction: reactants, conditions, products, and yield The reactants are FC=1C=C(C=C(C1)F)C1=C(C(C2=CC(=CC=C12)O)=O)C=1C=NC=CC1 (3-(3,5-difluorophenyl)-6-hydroxy-2-(pyridin-3-yl)-1H-inden-1-one), C1=CC=C(C=C1)P(C2=CC=CC=C2)C3=CC=CC=C3 (PPh3), CC(C)OC(=O)/N=N/C(=O)OC(C)C (DIAD), BrC=1C(C2=CC(=CC=C2C1C1=CC=CC=C1)O)=O (2-bromo-6-hydroxy-3-phenyl-1H-inden-1-one), O1C(CCC1)CO ((tetrahydrofuran-2-yl)methanol). Conditions: time 17 hour. Yields the product FC=1C=C(C=C(C1)F)C1=C(C(C2=CC(=CC=C12)OCC1OCCC1)=O)C=1C=NC=CC1 (3-(3,5-difluorophenyl)-2-(pyridin-3-yl)-6-((tetrahydrofuran-2-yl)methoxy)-1H-inden-1-one). Yield: 7.0%. As a reaction SMILES: [F:1][C:2]1[CH:3]=[C:4]([C:9]2[C:17]3[C:12](=[CH:13][C:14]([OH:18])=[CH:15][CH:16]=3)[C:11](=[O:19])[C:10]=2[C:20]2[CH:21]=[N:22][CH:23]=[CH:24][CH:25]=2)[CH:5]=[C:6]([F:8])[CH:7]=1.BrC1[C:28](=[O:43])[C:29]2C(C=1C1C=CC=CC=1)=C[CH:32]=[C:31](O)[CH:30]=2.O1CCCC1CO.C1C=CC(P(C2C=CC=CC=2)C2C=CC=CC=2)=CC=1.CC(OC(/N=N/C(OC(C)C)=O)=O)C>>[F:8][C:6]1[CH:5]=[C:4]([C:9]2[C:17]3[C:12](=[CH:13][C:14]([O:18][CH2:32][CH:31]4[CH2:30][CH2:29][CH2:28][O:43]4)=[CH:15][CH:16]=3)[C:11](=[O:19])[C:10]=2[C:20]2[CH:21]=[N:22][CH:23]=[CH:24][CH:25]=2)[CH:3]=[C:2]([F:1])[CH:7]=1. Procedure: The procedure of Step 6 of Example 1 was repeated except for using 3-(3,5-difluorophenyl)-6-hydroxy-2-(pyridin-3-yl)-1H-inden-1-one obtained in Step 1 of Example 64 as a starting material instead of 2-bromo-6-hydroxy-3-phenyl-1H-inden-1-one, (tetrahydrofuran-2-yl)methanol (2.0 eq) instead of 4-(2-hydroxyethyl)morpholine, using 2 equivalents of PPh3 and DIAD, being stirred for 17 h, and being purified by prep. HPLC (20% H2O/CH3CN and 30% H2O/CH3CN) to provide the title compound (7%). Reactants: BrC(C(=O)OCCCC)CBr (n-butyl 2,3-dibromo-propionate), C([O-])([O-])=O.[K+].[K+] (potassium carbonate). Reagents/catalysts: COC1=CC=C(C=C1)O (p-methoxyphenol). The solvent is C(C)#N (acetonitrile). Yields the product BrC(C(=O)OCCCC)=C (n-butyl 2-bromoacrylate). Isolated yield 90.9%. As a reaction SMILES: [Br:1][CH:2]([CH2:10]Br)[C:3]([O:5][CH2:6][CH2:7][CH2:8][CH3:9])=[O:4].C(=O)([O-])[O-].[K+].[K+]>COC1C=CC(O)=CC=1.C(#N)C>[Br:1][C:2](=[CH2:10])[C:3]([O:5][CH2:6][CH2:7][CH2:8][CH3:9])=[O:4] |f:1.2.3|. Procedure: The product (300 g) of Step 1 and p-methoxyphenol (2 g) was added to a 2 l. round bottom flask fitted with a thermometer, condenser, stirrer and inlet for nitrogen, and containing acetonitrile (1000 ml) and anhydrous potassium carbonate (330 g). The reaction mixture was stirred under reflux for 8 hours and cooled, and the salts were filtered off. The filtrate was evaporated under reduced pressure to remove the solvent, and the residue was dissolved in dichloromethane. The solution was dried (Na2... Yield: 93.1%. Reactants: aqueous solution, [OH-].[Na+] (NaOH), C(C)C1=C(C=CC=C1)C1=C(C=C(C=C1)C(=O)OC)C(F)(F)F (methyl 2′-ethyl-2-(trifluoromethyl)biphenyl-4-carboxylate). Procedure: A 5N aqueous solution of NaOH (3 mL, 15 mmol) was added into a solution of methyl 2′-ethyl-2-(trifluoromethyl)biphenyl-4-carboxylate (3.05 g, 9.89 mmol) in EtOH (30 mL) and the resulting mixture was heated at 60° C. for 45 minutes. The reaction mixture was concentrated under vacuum. The residue was taken up with water (50 mL) and a 5N aqueous solution of HCl (5 mL), and then extracted with MTBE (2×100 mL). The organic layers were washed with brine (50 mL), combined, dried (MgSO4) and the solvent... Run at temperature 60 celsius. Run in CCO (EtOH). Yields the product C(C)C1=C(C=CC=C1)C1=C(C=C(C=C1)C(=O)O)C(F)(F)F (2′-ethyl-2-(trifluoromethyl)biphenyl-4-carboxylic acid). RXN SMILES: [OH-].[Na+].[CH2:3]([C:5]1[CH:10]=[CH:9][CH:8]=[CH:7][C:6]=1[C:11]1[CH:16]=[CH:15][C:14]([C:17]([O:19]C)=[O:18])=[CH:13][C:12]=1[C:21]([F:24])([F:23])[F:22])[CH3:4]>CCO>[CH2:3]([C:5]1[CH:10]=[CH:9][CH:8]=[CH:7][C:6]=1[C:11]1[CH:16]=[CH:15][C:14]([C:17]([OH:19])=[O:18])=[CH:13][C:12]=1[C:21]([F:22])([F:23])[F:24])[CH3:4] |f:0.1|. Starting materials: S(=O)(=O)([O-])[O-].[Na+].[Na+] (sodium sulfate), [H-].C(C(C)C)[Al+]CC(C)C (diisobutylaluminum hydride), CC1(C=2C=CC(=CC2C(CC1)(C)C)OCC1=CC=C(C=C1)C#N)C (4-cyanobenzyl 5,6,7,8-tetrahydro-5,5,8,8-tetramethyl-2-naphthyl ether), C(C(O)C(O)C(=O)O)(=O)O (tartaric acid). Run in CCOCC (ether). Conditions: temperature 25 celsius, time 40 minute. The product is CC1(C=2C=CC(=CC2C(CC1)(C)C)OCC1=CC=C(C=C1)C=O)C (4-Formylbenzyl 5,6,7,8-tetrahydro-5,5,8,8-tetramethyl-2-naphthyl ether). As a reaction SMILES: [H-].C([Al+]CC(C)C)C(C)C.[CH3:11][C:12]1([CH3:34])[CH2:21][CH2:20][C:19]([CH3:23])([CH3:22])[C:18]2[CH:17]=[C:16]([O:24][CH2:25][C:26]3[CH:31]=[CH:30][C:29]([C:32]#N)=[CH:28][CH:27]=3)[CH:15]=[CH:14][C:13]1=2.C(O)(=O)C(C(C(O)=O)O)[OH:37].S([O-])([O-])(=O)=O.[Na+].[Na+]>CCOCC>[CH3:11][C:12]1([CH3:34])[CH2:21][CH2:20][C:19]([CH3:23])([CH3:22])[C:18]2[CH:17]=[C:16]([O:24][CH2:25][C:26]3[CH:31]=[CH:30][C:29]([CH:32]=[O:37])=[CH:28][CH:27]=3)[CH:15]=[CH:14][C:13]1=2 |f:0.1,4.5.6|. Procedure details: 15.5 ml (19.7 mmol) of diisobutylaluminum hydride solution (20% in hexane) were added dropwise under nitrogen to a solution of 3 g (9.4 mmol) of 4-cyanobenzyl 5,6,7,8-tetrahydro-5,5,8,8-tetramethyl-2-naphthyl ether in 40 ml of dry ether at 25° C. The mixture was stirred at 25° C. for 40 min and then 250 ml of saturated tartaric acid solution were added dropwise. Subsequently, a little sodium sulfate solution was added, and the phases were separated. The aqueous phase was extracted with ether, an...